Task: describe an organic reaction: reactants, conditions, products, and yield. Dataset: the Open Reaction Database (ORD), a public repository of structured organic reaction records Starting materials: N(=[N+]=[N-])CCOCCNC(OC(C)(C)C)=O (tert-butyl 2-(2-azidoethoxy)ethylcarbamate), C1(=CC=CC=C1)C (toluene). The reagents and catalysts are [Pd] (palladium on carbon), Catalyst. Run in CO (methanol). Run at time 18.5 hour. Product: NCCOCCNC(OC(C)(C)C)=O (tert-butyl 2-(2-aminoethoxy)ethylcarbamate). RXN SMILES: [N:1]([CH2:4][CH2:5][O:6][CH2:7][CH2:8][NH:9][C:10](=[O:16])[O:11][C:12]([CH3:15])([CH3:14])[CH3:13])=[N+]=[N-].C1(C)C=CC=CC=1>CO.[Pd]>[NH2:1][CH2:4][CH2:5][O:6][CH2:7][CH2:8][NH:9][C:10](=[O:16])[O:11][C:12]([CH3:14])([CH3:13])[CH3:15]. Reported procedure: A solution of tert-butyl 2-(2-azidoethoxy)ethylcarbamate (52 g, 226 mmol) in methanol (500 mL) was added to a Parr vessel containing 10% palladium on carbon (4 g) which had been wetted with toluene (30 mL). The mixture was placed under hydrogen pressure (30 psi; 2.0×105 Pa). After 18.5 hours analysis by thin layer chromatography indicated that the reaction was not complete. Catalyst (0.5 g) was added and the hydrogenation was continued for an additional 4 hours. The reaction mixture was filtered...